This data is from the Open Reaction Database (ORD), a public repository of structured organic reaction records. The task is: describe an organic reaction: reactants, conditions, products, and yield The reactants are NC1=CC=C(C=C1)/C=C/C(=O)C=1C=NC=CC1 ((E)-3-(4-aminophenyl)-1-(pyridin-3-yl)prop-2-en-1-one), solution, CC(=O)OCC1=C2C=CC=CC2=C(C3=CC=CC=C31)COC(=O)C (acetic). The solvent is N1=CC=CC=C1 (pyridine). Yields the product C(C)(=O)NC1=CC=C(C=C1)/C=C/C(=O)C=1C=NC=CC1 ((E)-3-(4-acetylaminophenyl)-1-(pyridin-3-yl)prop-2-en-1-one), solid. Yield: 77.0%. RXN SMILES: [NH2:1][C:2]1[CH:7]=[CH:6][C:5](/[CH:8]=[CH:9]/[C:10]([C:12]2[CH:13]=[N:14][CH:15]=[CH:16][CH:17]=2)=[O:11])=[CH:4][CH:3]=1.[CH3:18][C:19](OCC1C2C(=CC=CC=2)C(COC(C)=O)=C2C=1C=CC=C2)=[O:20]>N1C=CC=CC=1>[C:19]([NH:1][C:2]1[CH:3]=[CH:4][C:5](/[CH:8]=[CH:9]/[C:10]([C:12]2[CH:13]=[N:14][CH:15]=[CH:16][CH:17]=2)=[O:11])=[CH:6][CH:7]=1)(=[O:20])[CH3:18]. Procedure details: Ketone 30t was prepared from aniline 30r (0.045 mmol.), treated with 500 μL of a solution 40% anhydrous acetic in pyridine at room temperature for 2 hours. The solvent was removed and the product was precipitated with 1N NaOH. The solid was washed with water and obtained as a yellow solid (77% yield). mp 191-193° C. 1H NMR (CDCl3) δ 9.21 (s, 1H), 8.79 (s, 1H), 8.27 (dt, 1H, J=7.9 Hz, 1.8 Hz), 7.78 (d, 1H, J=15.7 Hz), 7.59 (s, 4H), 7.39 (m, 3H), 2.19 (s, 3H). 13C NMR (CDCl3) δ 189.42, 169.02, 153... Reactants: CC1(C)OC(=O)CC(=O)O1, COC(OC)OC, Nc1ccncc1. The product is CC1(C)OC(=O)C(=CNc2ccncc2)C(=O)O1. RXN SMILES: [CH3:1][C:2]1([CH3:10])[O:3][C:4](=[O:9])[CH2:5][C:6](=[O:8])[O:7]1.[CH:18]([O:19][CH3:20])([O:21][CH3:22])[O:23][CH3:24].[NH2:11][c:12]1[cH:13][cH:14][n:15][cH:16][cH:17]1>>[CH3:1][C:2]1([CH3:10])[O:3][C:4](=[O:9])[C:5](=[CH:18][NH:11][c:12]2[cH:13][cH:14][n:15][cH:16][cH:17]2)[C:6](=[O:8])[O:7]1. The reactants are ClC1=C2N(C(C(=C1)NC1=NC=NC(=C1)F)=O)C(NC2=O)(C)C2=CC(=CC=C2)Cl (8-chloro-3-(3-chlorophenyl)-6-((6-fluoropyrimidin-4-yl)amino)-3-methyl-2,3-dihydroimidazo[1,5-a]pyridine-1,5-dione), C(#N)[NH-].[Na+] (sodium hydrogencyanamide), Cl (hydrochloric acid), O (water). The solvent is CN1C(CCC1)=O (N-methyl-2-pyrrolidinone). Conditions: temperature 50 celsius, time 2 hour. Yields the product ClC1=C2N(C(C(=C1)NC1=CC(=NC=N1)NC#N)=O)C(NC2=O)(C)C2=CC(=CC=C2)Cl (N-(6-((8-chloro-3-(3-chlorophenyl)-3-methyl-1,5-dioxo-1,2,3,5-tetrahydroimidazo[1,5-a]pyridin-6-yl)amino)pyrimidin-4-yl)cyanamide). Reaction SMILES: [Cl:1][C:2]1[CH:7]=[C:6]([NH:8][C:9]2[CH:14]=[C:13](F)[N:12]=[CH:11][N:10]=2)[C:5](=[O:16])[N:4]2[C:17]([C:22]3[CH:27]=[CH:26][CH:25]=[C:24]([Cl:28])[CH:23]=3)([CH3:21])[NH:18][C:19](=[O:20])[C:3]=12.[C:29]([NH-:31])#[N:30].[Na+].O.Cl>CN1CCCC1=O>[Cl:1][C:2]1[CH:7]=[C:6]([NH:8][C:9]2[N:10]=[CH:11][N:12]=[C:13]([NH:31][C:29]#[N:30])[CH:14]=2)[C:5](=[O:16])[N:4]2[C:17]([C:22]3[CH:27]=[CH:26][CH:25]=[C:24]([Cl:28])[CH:23]=3)([CH3:21])[NH:18][C:19](=[O:20])[C:3]=12 |f:1.2|. Procedure details: To a solution of 8-chloro-3-(3-chlorophenyl)-6-((6-fluoropyrimidin-4-yl)amino)-3-methyl-2,3-dihydroimidazo[1,5-a]pyridine-1,5-dione (3, 100 mg, 0.24 mmol) in N-methyl-2-pyrrolidinone (4 mL) was added sodium hydrogencyanamide (46 mg, 0.72 mmol). The reaction was stirred at 50° C. for 2 h. The resulting mixture was cooled to room temperature, poured into water and acidified to pH=5.5 with concentrated hydrochloric acid. The mixture was filtered. The solid crude was purified via HPLC to afford N-(6...